Task: describe an organic reaction: reactants, conditions, products, and yield. Dataset: the Open Reaction Database (ORD), a public repository of structured organic reaction records Reactants: N([C@@H](CCCCN)C(=O)O)C(=O)OC(C)(C)C (Boc-LysOH), N(=[N+]=[N-])S(=O)(=O)C(F)(F)F (N3Tf), Cu(II), amines, N([C@@H](CCCCN)C(=O)O)C(=O)OC(C)(C)C (Boc-LysOH), CuSO4.5H2O, C(=O)([O-])[O-].[K+].[K+] (K2CO3). The solvent is CO (MeOH), O (H2O). Reaction conditions: time 8 hour. Yields the product N([C@@H](CCCCNN=[N+]=[N-])C(=O)O)C(=O)OC(C)(C)C (Boc-Lys(N3)OH). Yield: 50.0%. RXN SMILES: [NH:1]([C:11]([O:13][C:14]([CH3:17])([CH3:16])[CH3:15])=[O:12])[C@H:2]([C:8]([OH:10])=[O:9])[CH2:3][CH2:4][CH2:5][CH2:6][NH2:7].C([O-])([O-])=O.[K+].[K+].[N:24](S(C(F)(F)F)(=O)=O)=[N+:25]=[N-:26]>O.CO>[NH:1]([C:11]([O:13][C:14]([CH3:17])([CH3:16])[CH3:15])=[O:12])[C@H:2]([C:8]([OH:10])=[O:9])[CH2:3][CH2:4][CH2:5][CH2:6][NH:7][N:24]=[N+:25]=[N-:26] |f:1.2.3|. Procedure details: Boc-Lys(N3)OH was synthesized from Boc-LysOH by using procedures for Cu(II)-catalyzed diazo-transfer to amines. (Alper, P. B.; Hung, S.-C.; Wong, C.-H. Tetrahedron Lett. 1996, 37, 6029-6032.) Boc-LysOH (4.38 g, 17.8 mmol), CuSO4.5H2O (44.7 mg, 178.2 □mol) and K2CO3 (3.69 g, 26.8 mmol) were dissolved in H2O (57 mL) and MeOH (114 mL). N3Tf (triflyl azide, 17.8 mmol in 150 mL CH2Cl2) was added, and the reaction mixture was stirred overnight. MeOH was removed under reduced pressure. The resulting aq...